Dataset: the Open Reaction Database (ORD), a public repository of structured organic reaction records. Task: describe an organic reaction: reactants, conditions, products, and yield The reactants are solution, C(C)[Zn]CC (diethylzinc), CC1(C(CC=C1C)CC1OCCO1)C (2-(2,2,3-trimethylcyclopent-3-enylmethyl)-[1,3]dioxolane), C([O-])([O-])=O.[K+].[K+] (potassium carbonate), ICI (diiodomethane). Run in CCCCCC (hexane), ClCCCl (1,2-dichloroethane). Conditions: temperature 17.5 celsius, time 30 minute. Product: CC12C(C(CC2C1)CC1OCCO1)(C)C (2-(1,2,2-trimethylbicyclo[3.1.0]hex-3-ylmethyl)-[1,3]dioxolane). The yield is 71.0%. As a reaction SMILES: [CH2:1]([Zn]CC)C.ICI.[CH3:9][C:10]1([CH3:22])[C:14]([CH3:15])=[CH:13][CH2:12][CH:11]1[CH2:16][CH:17]1[O:21][CH2:20][CH2:19][O:18]1.C(=O)([O-])[O-].[K+].[K+]>CCCCCC.ClCCCl>[CH3:15][C:14]12[CH2:1][CH:13]1[CH2:12][CH:11]([CH2:16][CH:17]1[O:18][CH2:19][CH2:20][O:21]1)[C:10]2([CH3:22])[CH3:9] |f:3.4.5|. Reported procedure: 150 ml (0.15 mol) of 1.0 M solution of diethylzinc in hexane was added to 500 ml of 1,2-dichloroethane under nitrogen. After having added 66.0 g (0.23 mol) of diiodomethane, while maintaining the temperature at 15-20° C. (ice bath), the solution was stirred at room temperature for 30 minutes, then 20.0 g (0.10 mol) of 2-(2,2,3-trimethylcyclopent-3-enylmethyl)-[1,3]dioxolane was added dropwise at 25° C. and the stirring continued for three hours. The reaction mixture was treated with 100 ml of 20... The reactants are COc1cc(CC(=O)O)ccc1O, CC(C)CCCCCCCO, Cc1ccccc1, [Mg+2], O=S(=O)([O-])[O-]. Product: COc1cc(CC(=O)OCCCCCCCC(C)C)ccc1O. Reaction SMILES: [CH3:12][O:13][c:14]1[cH:15][c:16]([CH2:17][C:18]([OH:19])=[O:20])[cH:21][cH:22][c:23]1[OH:24].[CH3:1][CH:2]([CH2:3][CH2:4][CH2:5][CH2:6][CH2:7][CH2:8][CH2:9][OH:10])[CH3:11].[CH3:31][c:32]1[cH:33][cH:34][cH:35][cH:36][cH:37]1.[Mg+2:25].[O-:26][S:27](=[O:28])(=[O:29])[O-:30]>>[CH3:1][CH:2]([CH2:3][CH2:4][CH2:5][CH2:6][CH2:7][CH2:8][CH2:9][O:10][C:18]([CH2:17][c:16]1[cH:15][c:14]([O:13][CH3:12])[c:23]([OH:24])[cH:22][cH:21]1)=[O:19])[CH3:11]. Starting materials: [N-]=[N+]=[N-].[Na+] (sodium azide), BrC1=CC=C(S1)C1=NOC(C1)COS(=O)(=O)C (Methanesulfonic acid 3-(5-bromo-thien-2-yl)-4,5-dihydro-isoxazol-5-ylmethyl ester), [Cl-].[Na+] (sodium chloride). Run in CN(C=O)C (dimethyl formamide). Run at temperature 75 celsius. Product: N(=[N+]=[N-])CC1CC(=NO1)C=1SC(=CC1)Br (5-Azidomethyl-3-(5-bromo-thien-2-yl)-4,5-dihydro-isoxazole). Yield: 97.6%. As a reaction SMILES: [Br:1][C:2]1[S:6][C:5]([C:7]2[CH2:11][CH:10]([CH2:12]OS(C)(=O)=O)[O:9][N:8]=2)=[CH:4][CH:3]=1.[N-:18]=[N+:19]=[N-:20].[Na+].[Cl-].[Na+]>CN(C)C=O>[N:18]([CH2:12][CH:10]1[O:9][N:8]=[C:7]([C:5]2[S:6][C:2]([Br:1])=[CH:3][CH:4]=2)[CH2:11]1)=[N+:19]=[N-:20] |f:1.2,3.4|. Procedure: Methanesulfonic acid 3-(5-bromo-thien-2-yl)-4,5-dihydro-isoxazol-5-ylmethyl ester (9 g, 26.4 mmol) was added to dimethyl formamide (25 ml) followed by addition of sodium azide (3.4 g, 52.8 mmol). The mixture was heated to 75° C. for five hours and then added to aqueous sodium chloride (100 ml) followed by extraction with ethyl acetate (3×200 ml). The organic layers were combined, dried over sodium sulfate, and concentrated in vacuo to yield the desired product (7.4 g). As a reaction SMILES: [CH3:1][S:2]([C:5]1[CH:13]=[CH:12][C:8]([C:9]([OH:11])=[O:10])=[C:7]([CH2:14][S:15][CH3:16])[C:6]=1F)(=[O:4])=[O:3].[CH3:18][O:19][CH2:20][CH2:21][NH2:22].Cl>O>[CH3:1][S:2]([C:5]1[CH:13]=[CH:12][C:8]([C:9]([OH:11])=[O:10])=[C:7]([CH2:14][S:15][CH3:16])[C:6]=1[NH:22][CH2:21][CH2:20][O:19][CH3:18])(=[O:4])=[O:3]. The product is CS(=O)(=O)C1=C(C(=C(C(=O)O)C=C1)CSC)NCCOC (4-Methylsulfonyl-3-(2-methoxyethylamino)-2-methylthiomethylbenzoic acid). Reactants: CS(=O)(=O)C1=C(C(=C(C(=O)O)C=C1)CSC)F (4-methylsulfonyl-3-fluoro-2-methylthiomethylbenzoic acid), COCCN (2-methoxyethylamine), Cl (HCl). The solvent is O (water). Reported procedure: 2 g (7.2 mmol) of 4-methylsulfonyl-3-fluoro-2-methylthiomethylbenzoic acid were refluxed in 20 g (0.266 mol) of a 60% strength 2-methoxyethylamine solution in water for four days. The cold solution was acidified with concentrated HCl to a pH of 1 and extracted with EE. The organic solution was dried with MgSO4 and concentrated to completion. This gives a brown oil.